Task: describe an organic reaction: reactants, conditions, products, and yield. Dataset: the Open Reaction Database (ORD), a public repository of structured organic reaction records Yields the product ClC1=C(C=CC=C1)C(C\C(\C1=CN(C(C=C1)=O)C)=N/O)C1=CC(=C(C(=O)NC2CC2)C=C1)F ((E)-4-(1-(2-Chlorophenyl)-3-(hydroxyimino)-3-(1-methyl-6-oxo-1,6-dihydropyridin-3-yl)propyl)-N-cyclopropyl-2-fluorobenzamide). Reported procedure: In analogy to example 151, step 3, 4-(1-(2-chlorophenyl)-3-(1-methyl-6-oxo-1,6-dihydropyridin-3-yl)-3-oxopropyl)-N-cyclopropyl-2-fluorobenzamide was reacted with hydroxylamine hydrochloride in the presence of NaHCO3 to give the title compound containing 4% of the corresponding Z isomer as a colorless waxy solid, MS (ESI+): m/z=468.2 [M+H]+. As a reaction SMILES: [Cl:1][C:2]1[CH:7]=[CH:6][CH:5]=[CH:4][C:3]=1[CH:8]([C:20]1[CH:31]=[CH:30][C:23]([C:24]([NH:26][CH:27]2[CH2:29][CH2:28]2)=[O:25])=[C:22]([F:32])[CH:21]=1)[CH2:9][C:10]([C:12]1[CH:17]=[CH:16][C:15](=[O:18])[N:14]([CH3:19])[CH:13]=1)=O.Cl.[NH2:34][OH:35].C([O-])(O)=O.[Na+]>>[Cl:1][C:2]1[CH:7]=[CH:6][CH:5]=[CH:4][C:3]=1[CH:8]([C:20]1[CH:31]=[CH:30][C:23]([C:24]([NH:26][CH:27]2[CH2:29][CH2:28]2)=[O:25])=[C:22]([F:32])[CH:21]=1)[CH2:9]/[C:10](=[N:34]\[OH:35])/[C:12]1[CH:17]=[CH:16][C:15](=[O:18])[N:14]([CH3:19])[CH:13]=1 |f:1.2,3.4|. Reactants: ClC1=C(C=CC=C1)C(CC(=O)C1=CN(C(C=C1)=O)C)C1=CC(=C(C(=O)NC2CC2)C=C1)F (4-(1-(2-chlorophenyl)-3-(1-methyl-6-oxo-1,6-dihydropyridin-3-yl)-3-oxopropyl)-N-cyclopropyl-2-fluorobenzamide), Cl.NO (hydroxylamine hydrochloride), C(=O)(O)[O-].[Na+] (NaHCO3).